Dataset: the Open Reaction Database (ORD), a public repository of structured organic reaction records. Task: describe an organic reaction: reactants, conditions, products, and yield The reactants are COC(=O)C=1SC=CC1N (methyl-3-amino-2-thiophenecarboxylate), C([O-])([O-])=O.[K+].[K+] (potassium carbonate), C(C1=CC(=CC=C1)OC)(=O)Cl (m-anisoyl chloride). Solvent: ice water, C(C)#N (acetonitrile), O (water). Product: COC(=O)C=1SC=CC1NC(C1=CC(=CC=C1)OC)=O (3-(3-Methoxy-benzoylamino)-thiophene-2-carboxylic acid methyl ester). Yield: 86.2%. Reaction SMILES: [CH3:1][O:2][C:3]([C:5]1[S:6][CH:7]=[CH:8][C:9]=1[NH2:10])=[O:4].C(=O)([O-])[O-].[K+].[K+].[C:17](Cl)(=[O:26])[C:18]1[CH:23]=[CH:22][CH:21]=[C:20]([O:24][CH3:25])[CH:19]=1>C(#N)C.O>[CH3:1][O:2][C:3]([C:5]1[S:6][CH:7]=[CH:8][C:9]=1[NH:10][C:17](=[O:26])[C:18]1[CH:23]=[CH:22][CH:21]=[C:20]([O:24][CH3:25])[CH:19]=1)=[O:4] |f:1.2.3|. Procedure details: To a solution of methyl-3-amino-2-thiophenecarboxylate (8.00 g, 50.9 mmol) in acetonitrile (100 mL) was added potassium carbonate (1.1 eq., 56.0 mmol, 7.73 g) followed by m-anisoyl chloride (1.05 eq., 53.4 mmol, 7.51 mL) and the mixture heated under reflux for 1 hour. A white precipitate forms. The mixture was cooled in ice-water, diluted with water (100 mL) and the white solid collected by filtration and dried to yield compound 1 (12.78 g). Upon standing, an additional quantity of product preci... Starting materials: FC1=C(C[Mg]Br)C=CC(=C1)F (2,4-difluorobenzylmagnesium bromide), CC(=O)C (acetone), [Cl-].[NH4+] (ammonium chloride). The solvent is C(C)OCC (diethyl ether), C(C)OCC (diethyl ether). Yields the product FC1=C(C=CC(=C1)F)CC(C)(O)C (1-(2,4-difluorophenyl)-2-methylpropan-2-ol). Reaction SMILES: [CH3:1][C:2]([CH3:4])=[O:3].[F:5][C:6]1[CH:14]=[C:13]([F:15])[CH:12]=[CH:11][C:7]=1[CH2:8][Mg]Br.[Cl-].[NH4+]>C(OCC)C>[F:5][C:6]1[CH:14]=[C:13]([F:15])[CH:12]=[CH:11][C:7]=1[CH2:8][C:2]([CH3:4])([OH:3])[CH3:1] |f:2.3|. Reported procedure: 11.0 mL acetone, diluted with 50 mL diethyl ether, is added dropwise to a solution of 500 mL of 0.25 molar 2,4-difluorobenzylmagnesium bromide in diethyl ether within 20 minutes. Then the mixture is refluxed for 1.5 hours and then hydrolyzed with 10% ammonium chloride solution. The ether phase is separated off, washed with water, dried with sodium sulfate, and evaporated down. The fractional distillation of the residue yields the alcohol as a colorless liquid (boiling point: 70° C.-73° C./2 mmba... Starting materials: C1(=CC=CC=C1)[C@@H](C)OC(NC=1C(=NOC1C1=CC=C(C=C1)C1=CC=C(C=C1)C1(CC1)C#N)C)=O ({5-[4′-(1-Cyano-cyclopropyl)-biphenyl-4-yl]-3-methyl-isoxazol-4-yl}-carbamic acid (R)-1-phenyl-ethyl ester), CN(CCO)C (N,N-dimethylethanolamine), [N-]=[N+]=[N-].[Na+] (sodium azide), CN(CCO)C (N,N-dimethylethanolamine), Cl (Hydrochloric acid). Solvent: C(Cl)Cl (CH2Cl2), O (H2O), COCCOCCOC (diglyme). Reaction conditions: time 15 minute. Yields the product C1(=CC=CC=C1)[C@@H](C)OC(NC=1C(=NOC1C1=CC=C(C=C1)C1=CC=C(C=C1)C1(CC1)C1=NN=NN1)C)=O ((3-Methyl-5-{4′-[1-(1H-tetrazol-5-yl)-cyclopropyl]-biphenyl-4-yl}-isoxazol-4-yl)-carbamic acid (R)-1-phenyl-ethyl ester). RXN SMILES: [C:1]1([C@H:7]([O:9][C:10](=[O:35])[NH:11][C:12]2[C:13]([CH3:34])=[N:14][O:15][C:16]=2[C:17]2[CH:22]=[CH:21][C:20]([C:23]3[CH:28]=[CH:27][C:26]([C:29]4([C:32]#[N:33])[CH2:31][CH2:30]4)=[CH:25][CH:24]=3)=[CH:19][CH:18]=2)[CH3:8])[CH:6]=[CH:5][CH:4]=[CH:3][CH:2]=1.CN(C)CCO.Cl.[N-:43]=[N+:44]=[N-:45].[Na+]>COCCOCCOC.C(Cl)Cl.O>[C:1]1([C@H:7]([O:9][C:10](=[O:35])[NH:11][C:12]2[C:13]([CH3:34])=[N:14][O:15][C:16]=2[C:17]2[CH:22]=[CH:21][C:20]([C:23]3[CH:24]=[CH:25][C:26]([C:29]4([C:32]5[NH:45][N:44]=[N:43][N:33]=5)[CH2:30][CH2:31]4)=[CH:27][CH:28]=3)=[CH:19][CH:18]=2)[CH3:8])[CH:6]=[CH:5][CH:4]=[CH:3][CH:2]=1 |f:3.4|. Reported procedure: {5-[4′-(1-Cyano-cyclopropyl)-biphenyl-4-yl]-3-methyl-isoxazol-4-yl}-carbamic acid (R)-1-phenyl-ethyl ester (0.385 g, 0.83 mmol) and N,N-dimethylethanolamine (0.101 mL, 1.0 mmol) were combined in diglyme (diethylene glycol dimethyl ether; 2 mL). Hydrochloric acid (4M in 1,4-dioxane; 4.2 mL) was added, and the reaction was stirred for 15 minutes. Additional N,N-dimethylethanolamine (0.221 mL, 2.2 mmol) was added, followed by sodium azide (0.098 g, 1.5 mmol), and the reaction was stirred at 120° C.... Reactants: NC1=C(C=CC(=C1)C(F)(F)F)N(N)C(C)=O (2-amino-4-trifluoromethyl-N-acetylphenylhydrazine), C(C)(=O)OC(C)=O (acetic anhydride). Solvent: C(C)(=O)O (acetic acid). Yields the product C(C)(=O)NN1C(=NC2=C1C=CC(=C2)C(F)(F)F)C (1-acetylamino-2-methyl-5-trifluoromethylbenzimidazole). Yield: 90.0%. As a reaction SMILES: [NH2:1][C:2]1[CH:7]=[C:6]([C:8]([F:11])([F:10])[F:9])[CH:5]=[CH:4][C:3]=1[N:12]([C:14](=O)[CH3:15])[NH2:13].[C:17](OC(=O)C)(=[O:19])[CH3:18]>C(O)(=O)C>[C:17]([NH:13][N:12]1[C:3]2[CH:4]=[CH:5][C:6]([C:8]([F:11])([F:10])[F:9])=[CH:7][C:2]=2[N:1]=[C:14]1[CH3:15])(=[O:19])[CH3:18]. Procedure: After boiling 23.3 g of 2-amino-4-trifluoromethyl-N-acetylphenylhydrazine [prepared as described in: J. Org. Chem. 42, 542 (1977)] with 120 ml of acetic acid and 20 ml of acetic anhydride for 6 hours, the orange-red solution obtained was evaporated under reduced pressure and the residue was triturated with water. The separated crystals were filtered by suction, washed with water and dried at 80° C. to yield 23.2 g (90%) of 1-acetylamino-2-methyl-5-trifluoromethylbenzimidazole, m.p.: 214°-216° C....